Dataset: the Open Reaction Database (ORD), a public repository of structured organic reaction records. Task: describe an organic reaction: reactants, conditions, products, and yield Starting materials: [BH4-], CCOC=Nc1c(S(=O)C(F)(F)F)c(C#N)nn1-c1c(Cl)cc(C(F)(F)F)cc1Cl, CC(=O)O, CCO, [Na+]. Yields the product CNc1c(S(=O)C(F)(F)F)c(C#N)nn1-c1c(Cl)cc(C(F)(F)F)cc1Cl. Reaction SMILES: [BH4-:31].[C:1](#[N:2])[c:3]1[n:4][n:5](-[c:19]2[c:20]([Cl:30])[cH:21][c:22]([C:26]([F:27])([F:28])[F:29])[cH:23][c:24]2[Cl:25])[c:6]([N:14]=[CH:15][O:16][CH2:17][CH3:18])[c:7]1[S:8](=[O:9])[C:10]([F:11])([F:12])[F:13].[CH3:33][C:34](=[O:35])[OH:36].[CH3:37][CH2:38][OH:39].[Na+:32]>>[C:1](#[N:2])[c:3]1[n:4][n:5](-[c:19]2[c:20]([Cl:30])[cH:21][c:22]([C:26]([F:27])([F:28])[F:29])[cH:23][c:24]2[Cl:25])[c:6]([NH:14][CH3:15])[c:7]1[S:8](=[O:9])[C:10]([F:11])([F:12])[F:13]. The reactants are C(C)(C)C1=CNC2=CC=C(C=C12)OC1=C(C=C(C=C1C)NCC(=O)OCC)C (Ethyl N-{4-[(3-isopropyl-1H-indol-5-yl)oxy]-3,5-dimethylphenyl}glycinate), Cl (hydrochloric acid). Solvent: O1CCOCC1 (dioxane), [OH-].[Na+] (sodium hydroxide). Yields the product C(C)(C)C1=CNC2=CC=C(C=C12)OC1=C(C=C(C=C1C)NCC(=O)O)C (N-{4-[(3-isopropyl-1H-indol-5-yl)oxy]-3,5-dimethyl-phenyl}glycine). Isolated yield 98.3%. As a reaction SMILES: [CH:1]([C:4]1[C:12]2[C:7](=[CH:8][CH:9]=[C:10]([O:13][C:14]3[C:19]([CH3:20])=[CH:18][C:17]([NH:21][CH2:22][C:23]([O:25]CC)=[O:24])=[CH:16][C:15]=3[CH3:28])[CH:11]=2)[NH:6][CH:5]=1)([CH3:3])[CH3:2].Cl>O1CCOCC1.[OH-].[Na+]>[CH:1]([C:4]1[C:12]2[C:7](=[CH:8][CH:9]=[C:10]([O:13][C:14]3[C:19]([CH3:20])=[CH:18][C:17]([NH:21][CH2:22][C:23]([OH:25])=[O:24])=[CH:16][C:15]=3[CH3:28])[CH:11]=2)[NH:6][CH:5]=1)([CH3:3])[CH3:2] |f:3.4|. Procedure: 56 mg of ethyl N-{4-[(3-isopropyl-1H-indol-5-yl)oxy]-3,5-dimethylphenyl}glycinate (Example 3) are stirred in 7 ml of dioxane with 1.5 ml of IN sodium hydroxide for 2 hours at room temperature. The mixture is poured onto water, rendered acidic using 1N hydrochloric acid, extracted with ethyl acetate, the extract is dried and the solvent is removed in vacuo. 51 mg of N-{4-[(3-isopropyl-1H-indol-5-yl)oxy]-3,5-dimethyl-phenyl}glycine are obtained 1H-NMR (300 MHz, CDCl3): δ=1.29, d, 6H; 2.10, s, 6H; ... Reaction SMILES: Cl[C:2]1[C:7]([C:8]#[N:9])=[CH:6][N:5]=[C:4]2[S:10][C:11]3[CH2:12][N:13]([C:17]([O:19][C:20]([CH3:23])([CH3:22])[CH3:21])=[O:18])[CH2:14][CH2:15][C:16]=3[C:3]=12.[Cl:24][C:25]1[CH:26]=[C:27]([CH:29]=[CH:30][C:31]=1[O:32][CH2:33][C:34]1[CH:39]=[CH:38][CH:37]=[CH:36][N:35]=1)[NH2:28]>>[Cl:24][C:25]1[CH:26]=[C:27]([NH:28][C:2]2[C:7]([C:8]#[N:9])=[CH:6][N:5]=[C:4]3[S:10][C:11]4[CH2:12][N:13]([C:17]([O:19][C:20]([CH3:22])([CH3:23])[CH3:21])=[O:18])[CH2:14][CH2:15][C:16]=4[C:3]=23)[CH:29]=[CH:30][C:31]=1[O:32][CH2:33][C:34]1[CH:39]=[CH:38][CH:37]=[CH:36][N:35]=1. The product is ClC=1C=C(C=CC1OCC1=NC=CC=C1)NC1=C2C(=NC=C1C#N)SC=1CN(CCC12)C(=O)OC(C)(C)C (tert-Butyl 4-{[3-chloro-4-(pyridin-2-ylmethoxy)phenyl]amino}-3-cyano-5,8-dihydrothieno[2,3-b:5,4-c′]dipyridine-7(6H)-carboxylate). Yield: 64.0%. The reactants are ClC1=C2C(=NC=C1C#N)SC=1CN(CCC12)C(=O)OC(C)(C)C (tert-Butyl 4-chloro-3-cyano-5,8-dihydrothieno[2,3-b:5,4-c′]dipyridine-7(6H)-carboxylate), ClC=1C=C(N)C=CC1OCC1=NC=CC=C1 (3-Chloro-4-(pyridin-2-ylmethoxy)aniline). Procedure: In analogy to Example 54A, the title compound was synthesized from tert-butyl 4-chloro-3-cyano-5,8-dihydrothieno[2,3-b:5,4-c′]dipyridine-7(6H)-carboxylate from Example 53A (190 mg, 0.54 mmol) and 3-chloro-4-(pyridin-2-ylmethoxy)aniline from Example 6A (127 mg, 0.54 mmol) to yield 215 mg (88% purity, 64% yield), which were used without further purification. Reactants: C(C=C)OC1(CCN(CC1)C1=C(C(=NC=2N1N=C(C2)C2=CC(=CC=C2)Br)C)[C@@H](C(=O)OC)OC(C)(C)C)C ((S)-methyl 2-(7-(4-(allyloxy)-4-methylpiperidin-1-yl)-2-(3-bromophenyl)-5-methylpyrazolo[1,5-a]pyrimidin-6-yl)-2-(tert-butoxy)acetate), C(CC=C)C1=C(C=CC=C1)B1OC(CN(CC(O1)=O)C)=O (2-(2-(but-3-en-1-yl)phenyl)-6-methyl-1,3,6,2-dioxazaborocane-4,8-dione), C([O-])([O-])=O.[Na+].[Na+] (sodium carbonate). Conditions: temperature 90 celsius. The product is C(C=C)OC1(CCN(CC1)C1=C(C(=NC=2N1N=C(C2)C=2C=C(C=CC2)C2=C(C=CC=C2)CCC=C)C)[C@@H](C(=O)OC)OC(C)(C)C)C ((S)-methyl 2-(7-(4-(allyloxy)-4-methylpiperidin-1-yl)-2-(2′-(but-3-en-1-yl)-[1,1′-biphenyl]-3-yl)-5-methylpyrazolo[1,5-a]pyrimidin-6-yl)-2-(tert-butoxy)acetate). The reagents and catalysts are C=1C=CC(=CC1)[P](C=2C=CC=CC2)(C=3C=CC=CC3)[Pd]([P](C=4C=CC=CC4)(C=5C=CC=CC5)C=6C=CC=CC6)([P](C=7C=CC=CC7)(C=8C=CC=CC8)C=9C=CC=CC9)[P](C=1C=CC=CC1)(C=1C=CC=CC1)C=1C=CC=CC1 (tetrakis(triphenylphosphine)palladium(0)). Run in CN(C)C=O (DMF). As a reaction SMILES: [CH2:1]([O:4][C:5]1([CH3:38])[CH2:10][CH2:9][N:8]([C:11]2[N:16]3[N:17]=[C:18]([C:20]4[CH:25]=[CH:24][CH:23]=[C:22](Br)[CH:21]=4)[CH:19]=[C:15]3[N:14]=[C:13]([CH3:27])[C:12]=2[C@H:28]([O:33][C:34]([CH3:37])([CH3:36])[CH3:35])[C:29]([O:31][CH3:32])=[O:30])[CH2:7][CH2:6]1)[CH:2]=[CH2:3].[CH2:39]([C:43]1[CH:48]=[CH:47][CH:46]=[CH:45][C:44]=1B1OC(=O)CN(C)CC(=O)O1)[CH2:40][CH:41]=[CH2:42].C(=O)([O-])[O-].[Na+].[Na+]>CN(C=O)C.C1C=CC([P]([Pd]([P](C2C=CC=CC=2)(C2C=CC=CC=2)C2C=CC=CC=2)([P](C2C=CC=CC=2)(C2C=CC=CC=2)C2C=CC=CC=2)[P](C2C=CC=CC=2)(C2C=CC=CC=2)C2C=CC=CC=2)(C2C=CC=CC=2)C2C=CC=CC=2)=CC=1>[CH2:1]([O:4][C:5]1([CH3:38])[CH2:10][CH2:9][N:8]([C:11]2[N:16]3[N:17]=[C:18]([C:20]4[CH:21]=[C:22]([C:44]5[CH:45]=[CH:46][CH:47]=[CH:48][C:43]=5[CH2:39][CH2:40][CH:41]=[CH2:42])[CH:23]=[CH:24][CH:25]=4)[CH:19]=[C:15]3[N:14]=[C:13]([CH3:27])[C:12]=2[C@H:28]([O:33][C:34]([CH3:37])([CH3:36])[CH3:35])[C:29]([O:31][CH3:32])=[O:30])[CH2:7][CH2:6]1)[CH:2]=[CH2:3] |f:2.3.4,^1:74,76,95,114|. Isolated yield 85.7%. Procedure: To a solution of (S)-methyl 2-(7-(4-(allyloxy)-4-methylpiperidin-1-yl)-2-(3-bromophenyl)-5-methylpyrazolo[1,5-a]pyrimidin-6-yl)-2-(tert-butoxy)acetate (250 mg, 0.427 mmol) in DMF (5 mL) was added 2-(2-(but-3-en-1-yl)phenyl)-6-methyl-1,3,6,2-dioxazaborocane-4,8-dione (147 mg, 0.512 mmol), 2M sodium carbonate (0.427 mL, 0.854 mmol), and tetrakis(triphenylphosphine)palladium(0)(35 mg, 0.030 mmol). This reaction mixture was flushed with N2 and heated at 90° C. for 24 h. Upon completion of the reacti... Reactants: C(C1=CC=CC=C1)NC1CC2=C(CCC1)C=CC(=C2)OC (N-benzyl-(3-methoxy-6,7,8,9-tetrahydro-5H-benzocyclohepten-6-yl)amine), C1(=CC=CC=C1)N(C(=O)OCC1=CC=CC=C1)CC1CO1 (1-[N-phenyl-N-benzyloxycarbonylamino]-2,3-epoxypropane), C(O)([O-])=O.[Na+] (sodium hydrogencarbonate). The reagents and catalysts are FC(S(=O)(=O)[O-])(F)F.[Yb+3].FC(S(=O)(=O)[O-])(F)F.FC(S(=O)(=O)[O-])(F)F (ytterbium(III) trifluoromethanesulfonate). Run in ClCCl (dichloromethane). Run at time 24 hour. Product: C(C1=CC=CC=C1)OC(=O)NC1=CC=CC=C1 (N-benzyloxycarbonylphenylamine). Isolated yield 127.6%. Reaction SMILES: C(NC1CCCC2C=CC(OC)=CC=2C1)C1C=CC=CC=1.[C:22]1([N:28](CC2OC2)[C:29]([O:31][CH2:32][C:33]2[CH:38]=[CH:37][CH:36]=[CH:35][CH:34]=2)=[O:30])[CH:27]=[CH:26][CH:25]=[CH:24][CH:23]=1.C(=O)([O-])O.[Na+]>ClCCl.FC(F)(F)S([O-])(=O)=O.[Yb+3].FC(F)(F)S([O-])(=O)=O.FC(F)(F)S([O-])(=O)=O>[CH2:32]([O:31][C:29]([NH:28][C:22]1[CH:27]=[CH:26][CH:25]=[CH:24][CH:23]=1)=[O:30])[C:33]1[CH:34]=[CH:35][CH:36]=[CH:37][CH:38]=1 |f:2.3,5.6.7.8|. Reported procedure: Under nitrogen, to a solution of N-benzyl-(3-methoxy-6,7,8,9-tetrahydro-5H-benzocyclohepten-6-yl)amine (300 mg) and 1-[N-phenyl-N-benzyloxycarbonylamino]-2,3-epoxypropane (300 mg) in dichloromethane (5 ml) was added ytterbium(III) trifluoromethanesulfonate (66 mg) at room temperature, and the mixture was stirred at the same temperature for 24 hours. The resulting mixture was poured into saturated aqueous sodium hydrogencarbonate and extracted with ethyl acetate. The organic layer was washed with...